From a dataset of the Open Reaction Database (ORD), a public repository of structured organic reaction records. describe an organic reaction: reactants, conditions, products, and yield As a reaction SMILES: O1CCOCC1.[NH2:7][C:8]1[C:16]2[C:11](=[CH:12][CH:13]=[CH:14][CH:15]=2)[NH:10][N:9]=1.[C:17]1(=O)[O:22][C:20](=[O:21])[C:19]2=[CH:23][CH:24]=[CH:25][CH:26]=[C:18]12.C(OCC)C>O>[C:17]1(=[O:22])[N:7]([C:8]2[C:16]3[C:11](=[CH:12][CH:13]=[CH:14][CH:15]=3)[NH:10][N:9]=2)[C:20](=[O:21])[C:19]2=[CH:23][CH:24]=[CH:25][CH:26]=[C:18]12. Isolated yield 87.0%. The product is C1(C=2C(C(N1C1=NNC3=CC=CC=C13)=O)=CC=CC2)=O (3-phthalimidoindazole). Reported procedure: To 50 ml of dioxane were added 5.0 g of 3-aminoindazole thus obtained and 6.68 g of phthalic anhydride, and the mixture was stirred for 5 hours at 120° C. After the mixture was condensed under reduced pressure, the condensed residue was added with 30 ml of diethyl ether and stirred under cooling with ice and water for 30 minutes to separate crystals. Then the crystals were obtained by filtration and dried under reduced pressure to give 8.6 g of 3-phthalimidoindazole having the following analytic... The solvent is O (water). Reactants: C(C)OCC (diethyl ether), O1CCOCC1 (dioxane), NC1=NNC2=CC=CC=C12 (3-aminoindazole), C1(C=2C(C(=O)O1)=CC=CC2)=O (phthalic anhydride). The reactants are FC1=C(C(=O)C2=CC=CC=C2)C=C(C=C1)F (2,5-difluorobenzophenone), Cl (HCl), C(C)(=O)OCC (ethyl acetate), [S-2].[Li+].[Li+] (lithium sulfide). Run in CS(=O)C (DMSO). Run at time 3 hour. Product: C(C)(=O)[O-] (acetate), FC1=C(C(=O)C2=CC=CC=C2)C=C(C=C1)F (2,5-difluorobenzophenone). RXN SMILES: [F:1][C:2]1[CH:15]=[CH:14][C:13]([F:16])=[CH:12][C:3]=1[C:4]([C:6]1[CH:11]=[CH:10][CH:9]=[CH:8][CH:7]=1)=[O:5].[S-2].[Li+].[Li+].Cl.[C:21]([O:24]CC)(=[O:23])[CH3:22]>CS(C)=O>[C:21]([O-:24])(=[O:23])[CH3:22].[F:1][C:2]1[CH:15]=[CH:14][C:13]([F:16])=[CH:12][C:3]=1[C:4]([C:6]1[CH:7]=[CH:8][CH:9]=[CH:10][CH:11]=1)=[O:5] |f:1.2.3|. Procedure details: 20 g (91.6 mmol) of 2,5-difluorobenzophenone 1 (Fluka) was dissolved in 400 ml of DMSO. 7.0 g (150 mmol) of lithium sulfide (Fluka) was added under argon. After three hours at 120° C., the mixture was allowed to cool to room temperature. It was shaken with 200 ml of 2 M HCl aq. and 500 ml of ethyl acetate. The organic phase was washed twice with NaCl solution, dried over MgSO4, filtered, and concentrated. 24 g of crude product 2 was obtained as a reddish oil. TLC (n-heptanelethyl acetate 3:1) ga... Starting materials: ClC1=C(COCCN(C(NC=2SC(=CN2)SCC(C(=O)O)(C)C)=O)[C@@H]2CC[C@H](CC2)C)C=CC=C1 (3-{2-[3-[2-(2-chloro-benzyloxy)-ethyl]-3-(trans-4-methyl-cyclohexyl)-ureido]-thiazol-5-ylsulfanyl}-2,2-dimethyl-propionic acid), C(C1=CC=CC=C1)Br (benzyl bromide), C(C)OC(C(CSC1=CN=C(S1)N)(C)C)=O (3-(2-amino-thiazol-5-ylsulfanyl)-2,2-dimethyl-propionic acid ethyl ester). Product: C(C1=CC=CC=C1)OCCN(C(NC=1SC(=CN1)SCC(C(=O)O)(C)C)=O)[C@@H]1CC[C@H](CC1)C (3-{2-[3-(2-Benzyloxy-ethyl)-3-(trans-4-methyl-cyclohexyl)-ureido]-thiazol-5-ylsulfanyl}-2,2-dimethyl-propionic acid). As a reaction SMILES: Cl[C:2]1[CH:35]=[CH:34][CH:33]=[CH:32][C:3]=1[CH2:4][O:5][CH2:6][CH2:7][N:8]([C@H:25]1[CH2:30][CH2:29][C@H:28]([CH3:31])[CH2:27][CH2:26]1)[C:9](=[O:24])[NH:10][C:11]1[S:12][C:13]([S:16][CH2:17][C:18]([CH3:23])([CH3:22])[C:19]([OH:21])=[O:20])=[CH:14][N:15]=1.C(Br)C1C=CC=CC=1.C(OC(=O)C(C)(C)CSC1SC(N)=NC=1)C>>[CH2:4]([O:5][CH2:6][CH2:7][N:8]([C@H:25]1[CH2:30][CH2:29][C@H:28]([CH3:31])[CH2:27][CH2:26]1)[C:9](=[O:24])[NH:10][C:11]1[S:12][C:13]([S:16][CH2:17][C:18]([CH3:23])([CH3:22])[C:19]([OH:21])=[O:20])=[CH:14][N:15]=1)[C:3]1[CH:32]=[CH:33][CH:34]=[CH:35][CH:2]=1. Procedure details: The compound was prepared following an analogous procedure to the one described for the synthesis of 3-{2-[3-[2-(2-chloro-benzyloxy)-ethyl]-3-(trans-4-methyl-cyclohexyl)-ureido]-thiazol-5-ylsulfanyl}-2,2-dimethyl-propionic acid using benzyl bromide and 3-(2-amino-thiazol-5-ylsulfanyl)-2,2-dimethyl-propionic acid ethyl ester. The reactants are BrC=1C=2N(C=CC1C1=CC=C(C=C1)Cl)C(N(N2)CC=2C(=NC(=CC2)C(F)(F)F)C)=O (8-bromo-7-(4-chlorophenyl)-2-((2-methyl-6-(trifluoromethyl)pyridin-3-yl)methyl)-[1,2,4]triazolo[4,3-a]pyridin-3(2H)-one), CC1(OB(OC1(C)C)C1=CC=C(C=C1)CC#N)C (2-(4-(4,4,5,5-tetramethyl-1,3,2-dioxaborolan-2-yl)phenyl)acetonitrile), [O-]P(=O)([O-])[O-].[K+].[K+].[K+] (K3PO4), C(Cl)Cl (CH2Cl2). The reagents and catalysts are C1=CC=C(C=C1)P([C-]2C=CC=C2)C3=CC=CC=C3.C1=CC=C(C=C1)P([C-]2C=CC=C2)C3=CC=CC=C3.Cl[Pd]Cl.[Fe+2] (Pd(dppf)Cl2). Run in C1CCOC1 (THF), CCOC(=O)C (EtOAc). Run at temperature 90 celsius. Product: ClC1=CC=C(C=C1)C1=C(C=2N(C=C1)C(N(N2)CC=2C(=NC(=CC2)C(F)(F)F)C)=O)C2=CC=C(C=C2)CC#N (2-(4-(7-(4-chlorophenyl)-2-((2-methyl-6-(trifluoromethyl)pyridin-3-yl)methyl)-3-oxo-2,3-dihydro-[1,2,4]triazolo[4,3-a]pyridin-8-yl)phenyl)acetonitrile). RXN SMILES: Br[C:2]1[C:3]2[N:4]([C:15](=[O:30])[N:16]([CH2:18][C:19]3[C:20]([CH3:29])=[N:21][C:22]([C:25]([F:28])([F:27])[F:26])=[CH:23][CH:24]=3)[N:17]=2)[CH:5]=[CH:6][C:7]=1[C:8]1[CH:13]=[CH:12][C:11]([Cl:14])=[CH:10][CH:9]=1.CC1(C)C(C)(C)OB([C:39]2[CH:44]=[CH:43][C:42]([CH2:45][C:46]#[N:47])=[CH:41][CH:40]=2)O1.C(Cl)Cl.[O-]P([O-])([O-])=O.[K+].[K+].[K+]>C1COCC1.CCOC(C)=O.C1C=CC(P(C2C=CC=CC=2)[C-]2C=CC=C2)=CC=1.C1C=CC(P(C2C=CC=CC=2)[C-]2C=CC=C2)=CC=1.Cl[Pd]Cl.[Fe+2]>[Cl:14][C:11]1[CH:12]=[CH:13][C:8]([C:7]2[CH:6]=[CH:5][N:4]3[C:15](=[O:30])[N:16]([CH2:18][C:19]4[C:20]([CH3:29])=[N:21][C:22]([C:25]([F:27])([F:28])[F:26])=[CH:23][CH:24]=4)[N:17]=[C:3]3[C:2]=2[C:39]2[CH:44]=[CH:43][C:42]([CH2:45][C:46]#[N:47])=[CH:41][CH:40]=2)=[CH:9][CH:10]=1 |f:3.4.5.6,9.10.11.12|. Procedure: To a stirring solution of 8-bromo-7-(4-chlorophenyl)-2-((2-methyl-6-(trifluoromethyl)pyridin-3-yl)methyl)-[1,2,4]triazolo[4,3-a]pyridin-3(2H)-one (60 mg, 0.12 mmol) in THF (2 mL) at room temperature under argon was added 2-(4-(4,4,5,5-tetramethyl-1,3,2-dioxaborolan-2-yl)phenyl)acetonitrile (87.9 mg, 0.36 mmol), Pd(dppf)Cl2.CH2Cl2 (9.8 mg, 0.011 mmol), and K3PO4 (77 mg, 0.36 mmol). The resulting suspension was purged of oxygen by bubbling with argon for 15 min, sealed in a vial under argon, heate...